From a dataset of the Open Reaction Database (ORD), a public repository of structured organic reaction records. describe an organic reaction: reactants, conditions, products, and yield The reactants are O=C(O)c1ccc2cc(Br)ccc2c1, C1CCOC1, CN(C)C=O, O=S(Cl)Cl. Yields the product O=C(Cl)c1ccc2cc(Br)ccc2c1. Reaction SMILES: [Br:1][c:2]1[cH:3][c:4]2[cH:5][cH:6][c:7]([C:12](=[O:13])[OH:14])[cH:8][c:9]2[cH:10][cH:11]1.[CH2:24]1[O:25][CH2:26][CH2:27][CH2:28]1.[O:19]=[CH:20][N:21]([CH3:22])[CH3:23].[S:15]([Cl:16])([Cl:17])=[O:18]>>[Br:1][c:2]1[cH:3][c:4]2[cH:5][cH:6][c:7]([C:12](=[O:14])[Cl:17])[cH:8][c:9]2[cH:10][cH:11]1.